This data is from the Open Reaction Database (ORD), a public repository of structured organic reaction records. The task is: describe an organic reaction: reactants, conditions, products, and yield Starting materials: [Na+].[I-] (NaI), CNCCNC (N,N′-dimethylethane-1,2-diamine), BrC1=CC(=C(C=C1)NCCN1CCC(CC1)C)C ((4-bromo-2-methylphenyl)-[2-(4-methylpiperidin-1-yl)ethyl]amine). Reagents/catalysts: [Cu]I (CuI). Solvent: O1CCOCC1 (1,4-dioxane), CCOC(=O)C (EtOAc). Conditions: temperature 110 celsius, time 20 hour. Product: IC1=CC(=C(C=C1)NCCN1CCC(CC1)C)C ((4-iodo-2-methylphenyl)-[2-(4-methylpiperidin-1-yl)ethyl]amine). As a reaction SMILES: [Na+].[I-:2].CNCCNC.Br[C:10]1[CH:15]=[CH:14][C:13]([NH:16][CH2:17][CH2:18][N:19]2[CH2:24][CH2:23][CH:22]([CH3:25])[CH2:21][CH2:20]2)=[C:12]([CH3:26])[CH:11]=1>O1CCOCC1.CCOC(C)=O.[Cu]I>[I:2][C:10]1[CH:15]=[CH:14][C:13]([NH:16][CH2:17][CH2:18][N:19]2[CH2:24][CH2:23][CH:22]([CH3:25])[CH2:21][CH2:20]2)=[C:12]([CH3:26])[CH:11]=1 |f:0.1|. Procedure details: 73 mg (0.386 mmol) of CuI, 1.16 g (7.71 mmol) of NaI, and N,N′-dimethylethane-1,2-diamine were added under argon to a solution of 1.20 g (3.86 mmol) of (4-bromo-2-methylphenyl)-[2-(4-methylpiperidin-1-yl)ethyl]amine in 3.9 mL of 1,4-dioxane and the mixture was stirred for 20 hours at 110° C. The reaction mixture was cooled to RT and diluted with EtOAc. The organic phase was washed with 10% aqueous ammonia, dried over magnesium sulfate, and evaporated down in vacuo. Yield: 1.22 g (88% of theoreti...